From a dataset of the Open Reaction Database (ORD), a public repository of structured organic reaction records. describe an organic reaction: reactants, conditions, products, and yield Reactants: C[N+]1(CCOCC1)[O-] (NMO), CC(C)(C#N)N=NC(C)(C)C#N (AIBN), C1CC(=O)N(C1=O)Br (NBS), FC1=CC=C(C=C1)C1=C(C=2C(=NC=C(C2)C=2C=C(C(=O)OC)C=CC2)O1)C (methyl 3-(2-(4-fluorophenyl)-3-methylfuro[2,3-b]pyridin-5-yl)benzoate). Solvent: C(Cl)(Cl)(Cl)Cl (CCl4), CCOC(=O)C (EtOAc). Run at temperature 76 celsius, time 2 hour. Yields the product FC1=CC=C(C=C1)C1=C(C=2C(=NC=C(C2)C=2C=C(C(=O)OC)C=CC2)O1)C=O (methyl 3-(2-(4-fluorophenyl)-3-formylfuro[2,3-b]pyridin-5-yl)benzoate). The yield is 20.2%. RXN SMILES: CC(N=NC(C#N)(C)C)(C#N)C.C1C(=O)N(Br)C(=[O:16])C1.[F:21][C:22]1[CH:27]=[CH:26][C:25]([C:28]2[O:46][C:31]3=[N:32][CH:33]=[C:34]([C:36]4[CH:37]=[C:38]([CH:43]=[CH:44][CH:45]=4)[C:39]([O:41][CH3:42])=[O:40])[CH:35]=[C:30]3[C:29]=2[CH3:47])=[CH:24][CH:23]=1.C[N+]1([O-])CCOCC1>C(Cl)(Cl)(Cl)Cl.CCOC(C)=O>[F:21][C:22]1[CH:23]=[CH:24][C:25]([C:28]2[O:46][C:31]3=[N:32][CH:33]=[C:34]([C:36]4[CH:37]=[C:38]([CH:43]=[CH:44][CH:45]=4)[C:39]([O:41][CH3:42])=[O:40])[CH:35]=[C:30]3[C:29]=2[CH:47]=[O:16])=[CH:26][CH:27]=1. Reported procedure: AIBN (22.2 mg, 0.135 mmol) was added to a stirring solution of NBS (88 mg, 0.49 mmol) and methyl 3-(2-(4-fluorophenyl)-3-methylfuro[2,3-b]pyridin-5-yl)benzoate (163 mg, 0.451 mmol) in CCl4 (40 mL) and was heated to 76° C. The mixture was allowed to stir for 2 hours. The reaction was concentrated and diluted with DMSO (1 mL) and treated with NMO (63 mg, 0.54 mmol) and subjected to MW irradiation (150° C.) for 10 min. The mixture was diluted with EtOAc and washed with 10% NaHSO4 2× followed by H2O... The reactants are OC=1C=NC=2CC(CC(C2C1)=O)C (7,8-dihydro-3-hydroxy-7-methyl-5(6H)-quinolone), ClCC1=NC2=CC=CC=C2C=C1 (2-chloromethylquinoline). Product: CC1CC(C=2C=C(C=NC2C1)OCC1=NC2=CC=CC=C2C=C1)=O (7,8-Dihydro-7-methyl-3-(2-quinolyl)methoxy-5(6H)-quinolone). Isolated yield 67.0%. As a reaction SMILES: [OH:1][C:2]1[CH:3]=[N:4][C:5]2[CH2:6][CH:7]([CH3:13])[CH2:8][C:9](=[O:12])[C:10]=2[CH:11]=1.Cl[CH2:15][C:16]1[CH:25]=[CH:24][C:23]2[C:18](=[CH:19][CH:20]=[CH:21][CH:22]=2)[N:17]=1>>[CH3:13][CH:7]1[CH2:6][C:5]2[N:4]=[CH:3][C:2]([O:1][CH2:15][C:16]3[CH:25]=[CH:24][C:23]4[C:18](=[CH:19][CH:20]=[CH:21][CH:22]=4)[N:17]=3)=[CH:11][C:10]=2[C:9](=[O:12])[CH2:8]1. Procedure details: By the method of Example 55, 7,8-dihydro-3-hydroxy-7-methyl-5(6H)-quinolone and 2-chloromethylquinoline were converted to present title product in 67% yield, m.p. 141°-144° C.